describe an organic reaction: reactants, conditions, products, and yield From a dataset of the Open Reaction Database (ORD), a public repository of structured organic reaction records. Reactants: O=C1COCC(c2cc(Br)ccc2F)(C(F)F)N1, CC(=O)[O-], CO, [H][H], [Na+]. Yields the product O=C1COCC(c2ccccc2F)(C(F)F)N1. As a reaction SMILES: [Br:1][c:2]1[cH:3][cH:4][c:5]([F:18])[c:6]([C:8]2([CH:15]([F:16])[F:17])[NH:9][C:10](=[O:14])[CH2:11][O:12][CH2:13]2)[cH:7]1.[CH3:20][C:21](=[O:22])[O-:23].[CH3:26][OH:27].[H:24][H:25].[Na+:19]>>[cH:2]1[cH:3][cH:4][c:5]([F:18])[c:6]([C:8]2([CH:15]([F:16])[F:17])[NH:9][C:10](=[O:14])[CH2:11][O:12][CH2:13]2)[cH:7]1. Reactants: CO, CC(C)O, COc1cc2nccc(Cl)c2cc1C#N, Cl, Cc1cc(F)c(N)cc1O. The product is Cl, COc1cc2nccc(Nc3cc(O)c(C)cc3F)c2cc1C#N. As a reaction SMILES: [CH3:17][OH:18].[CH:29]([OH:30])([CH3:31])[CH3:32].[Cl:2][c:3]1[cH:4][cH:5][n:6][c:7]2[cH:8][c:9]([O:15][CH3:16])[c:10]([C:13]#[N:14])[cH:11][c:12]12.[ClH:1].[F:19][c:20]1[c:21]([NH2:22])[cH:23][c:24]([OH:28])[c:25]([CH3:27])[cH:26]1>>[ClH:2].[c:3]1([NH:22][c:21]2[c:20]([F:19])[cH:26][c:25]([CH3:27])[c:24]([OH:28])[cH:23]2)[cH:4][cH:5][n:6][c:7]2[cH:8][c:9]([O:15][CH3:16])[c:10]([C:13]#[N:14])[cH:11][c:12]12. Starting materials: CCN(C(C)C)C(C)C (DIPEA), COC=1C=C2C(=CC=NC2=CC1OC)OC1=CC=C2C=CC(=CC2=C1)N (7-(6,7-dimethoxyquinolin-4-yloxy)naphthalen-2-amine), CCN=C=NCCCN(C)C (EDCI), C=1C=CC2=C(C1)N=NN2O (HOBt), ClC1=C(C=C(C(=O)O)C=C1)C(F)(F)F (4-chloro-3-(trifluoromethyl)benzoic acid). Reported procedure: To a solution of 7-(6,7-dimethoxyquinolin-4-yloxy)naphthalen-2-amine (0.137 g, 0.40 mmol) in 10 mL of DMF was added EDCI (0.077 g, 0.40 mmol), HOBt (0.054 g, 0.40 mmol), and 4-chloro-3-(trifluoromethyl)benzoic acid (0.099 g, 0.44 mmol). DIPEA (0.140 mL, 0.80 mmol) was added and the solution was stirred for 16 h at RT under an atmosphere of nitrogen. The reaction was diluted with water and extracted with EtOAc 3×. The organic layer was washed with brine, dried (Na2SO4), filtered and concentrated.... Conditions: time 16 hour. RXN SMILES: [CH3:1][O:2][C:3]1[CH:4]=[C:5]2[C:10](=[CH:11][C:12]=1[O:13][CH3:14])[N:9]=[CH:8][CH:7]=[C:6]2[O:15][C:16]1[CH:25]=[C:24]2[C:19]([CH:20]=[CH:21][C:22]([NH2:26])=[CH:23]2)=[CH:18][CH:17]=1.CCN=C=NCCCN(C)C.C1C=CC2N(O)N=NC=2C=1.[Cl:48][C:49]1[CH:57]=[CH:56][C:52]([C:53](O)=[O:54])=[CH:51][C:50]=1[C:58]([F:61])([F:60])[F:59].CCN(C(C)C)C(C)C>CN(C=O)C.O>[CH3:1][O:2][C:3]1[CH:4]=[C:5]2[C:10](=[CH:11][C:12]=1[O:13][CH3:14])[N:9]=[CH:8][CH:7]=[C:6]2[O:15][C:16]1[CH:25]=[C:24]2[C:19]([CH:20]=[CH:21][C:22]([NH:26][C:53](=[O:54])[C:52]3[CH:56]=[CH:57][C:49]([Cl:48])=[C:50]([C:58]([F:61])([F:59])[F:60])[CH:51]=3)=[CH:23]2)=[CH:18][CH:17]=1. Solvent: CN(C)C=O (DMF), O (water). The product is COC=1C=C2C(=CC=NC2=CC1OC)OC1=CC=C2C=CC(=CC2=C1)NC(C1=CC(=C(C=C1)Cl)C(F)(F)F)=O (N-(7-((6,7-bis(methoxy)-4-quinolinyl)oxy)-2-naphthalenyl)-4-chloro-3-(trifluoromethyl)benzamide). Starting materials: N1C=NC(=C1)CCCC(CCCC1=CC=CC=C1)=O (1-(1H-Imidazol-4-yl)-7-phenylheptan-4-one), [H-].[Al+3].[Li+].[H-].[H-].[H-] (lithium aluminium hydride), [OH-].[Na+] (sodium hydroxide). Run in C(C)OCC (diethyl ether), O1CCOCC1 (dioxane). Run at time 8 hour. The product is N1C=NC(=C1)CCCC(CCCC1=CC=CC=C1)O (1-(1H-Imidazol-4-yl)-7-phenylheptan-4-ol). Reaction SMILES: [NH:1]1[CH:5]=[C:4]([CH2:6][CH2:7][CH2:8][C:9](=[O:19])[CH2:10][CH2:11][CH2:12][C:13]2[CH:18]=[CH:17][CH:16]=[CH:15][CH:14]=2)[N:3]=[CH:2]1.[H-].[Al+3].[Li+].[H-].[H-].[H-].[OH-].[Na+]>C(OCC)C.O1CCOCC1>[NH:1]1[CH:5]=[C:4]([CH2:6][CH2:7][CH2:8][CH:9]([OH:19])[CH2:10][CH2:11][CH2:12][C:13]2[CH:14]=[CH:15][CH:16]=[CH:17][CH:18]=2)[N:3]=[CH:2]1 |f:1.2.3.4.5.6,7.8|. Procedure details: 1 mmol of the compound obtained in Example 49 is introduced into a suspension of 10 mmol of lithium aluminium hydride in 30 ml of diethyl ether and 10 ml of dioxane and the mixture is stirred overnight. Hydrolysis is carried out with a 2N sodium hydroxide solution and the precipitate is washed with dichloromethane. The organic phases are combined and concentrated. The title compound is recrystallized in the hydrogenmaleate form from ethanol/diethyl ether. The reactants are O=C(n1ccnc1)n1ccnc1, C1CCOC1, CN1CCC2(C)c3cc(O)ccc3N(C)C12, NN1CCCCC1, c1c[nH]cn1. Yields the product CN1CCC2(C)c3cc(OC(=O)NN4CCCCC4)ccc3N(C)C12. RXN SMILES: [C:17](=[O:18])([n:19]1[cH:20][cH:21][n:22][cH:23]1)[n:24]1[cH:25][cH:26][n:27][cH:28]1.[CH2:41]1[O:42][CH2:43][CH2:44][CH2:45]1.[CH:1]12[N:2]([CH3:3])[CH2:4][CH2:5][C:6]1([CH3:7])[c:8]1[cH:9][c:10]([OH:11])[cH:12][cH:13][c:14]1[N:15]2[CH3:16].[NH2:29][N:30]1[CH2:31][CH2:32][CH2:33][CH2:34][CH2:35]1.[nH:36]1[cH:37][cH:38][n:39][cH:40]1>>[CH:1]12[N:2]([CH3:3])[CH2:4][CH2:5][C:6]1([CH3:7])[c:8]1[cH:9][c:10]([O:11][C:17](=[O:18])[NH:29][N:30]3[CH2:31][CH2:32][CH2:33][CH2:34][CH2:35]3)[cH:12][cH:13][c:14]1[N:15]2[CH3:16]. The reactants are O (Water), C(C\C=C/CC)O (cis-3-hexen-1-ol), [H-].[Na+] (sodium hydride), ClC=1C(=NSN1)C=1C=NC=CC1 (3-(4-chloro-1,2,5-thiadiazol-3-yl) pyridine). Solvent: O1CCCC1 (tetrahydrofuran), O1CCCC1 (tetrahydrofuran). Conditions: time 1 hour. Yields the product C(C\C=C/CC)OC=1C(=NSN1)C=1C=NC=CC1 (cis-3-(4-(3-hexenyloxy)-1,2,5-thiadiazol-3-yl) pyridine). Reaction SMILES: [CH2:1]([OH:7])[CH2:2]/[CH:3]=[CH:4]\[CH2:5][CH3:6].[H-].[Na+].Cl[C:11]1[C:12]([C:16]2[CH:17]=[N:18][CH:19]=[CH:20][CH:21]=2)=[N:13][S:14][N:15]=1.O>O1CCCC1>[CH2:1]([O:7][C:11]1[C:12]([C:16]2[CH:17]=[N:18][CH:19]=[CH:20][CH:21]=2)=[N:13][S:14][N:15]=1)[CH2:2]/[CH:3]=[CH:4]\[CH2:5][CH3:6] |f:1.2|. Reported procedure: To a solution of cis-3-hexen-1-ol (900 mg, 9 mmol) and sodium hydride (310 mg, 9 mmol) in dry tetrahydrofuran was added a solution of 3-(4-chloro-1,2,5-thiadiazol-3-yl) pyridine (590 mg, 3 mmol) in dry tetrahydrofuran. The reaction mixture was stirred at room temperature for 1 h. Water was added and the mixture was extracted with ether. The ether phase was dried and evaporated to give the title compound. Reactants: CSC (DMS), OO (H2O2), C(C)[C@H]1N([C@H](C=C1)CC)C(=O)OC(C)(C)C (tert-butyl (2R,5S)-2,5-diethyl-2,5-dihydropyrrole-1-carboxylate), [OH-].[Na+] (NaOH). The product is C(C)[C@H]1N([C@H](CC1O)CC)C(=O)OC(C)(C)C (tert-butyl (2R,5S)-2,5-diethyl-3-hydroxy-pyrrolidine-1-carboxylate). Reaction SMILES: [CH2:1]([C@@H:3]1[CH:7]=[CH:6][C@H:5]([CH2:8][CH3:9])[N:4]1[C:10]([O:12][C:13]([CH3:16])([CH3:15])[CH3:14])=[O:11])[CH3:2].CSC.[OH-:20].[Na+].OO>C1COCC1.CCOC(C)=O>[CH2:1]([C@@H:3]1[CH:7]([OH:20])[CH2:6][C@H:5]([CH2:8][CH3:9])[N:4]1[C:10]([O:12][C:13]([CH3:14])([CH3:16])[CH3:15])=[O:11])[CH3:2] |f:2.3|. Run at time 3 hour. Reported procedure: To a solution of tert-butyl (2R,5S)-2,5-diethyl-2,5-dihydropyrrole-1-carboxylate (4.8 g, 10.5 mmol) in THF (50 mL) was added slowly BH3.DMS solution (2M in THF, 6.97 mL, 13.9 mmol) at 0° C. The resulting mixture was stirred at room temperature for 3 hours and then cooled to 0° C. NaOH solution (5 M, 12.6 mL, 63.2 mmol) was added to the reaction mixture, followed by addition of H2O2 (30%, 6.33 mL, 62.0 mmol). The resulting mixture was stirred for 5 hours before diluted with EtOAc. The organic lay... The yield is 148.7%. Run in C1CCOC1 (THF), CCOC(=O)C (EtOAc).